This data is from the Open Reaction Database (ORD), a public repository of structured organic reaction records. The task is: describe an organic reaction: reactants, conditions, products, and yield The reactants are C(C=C)Br (allyl bromide), ClC1=CC=C(CN2C(=C(C3=CC(=CC=C23)O)SC(C)(C)C)CC(C(=O)OCC)(C)C)C=C1 (ethyl 3-(1-(4-chlorobenzyl)-3-(t-butylthio)-5-hydroxyindol-2-yl)-2,2dimethylpropionate). Solvent: [Cl-].[Na+].O (brine), CN(C)C=O (DMF). Conditions: time 17 hour. Product: ClC1=CC=C(CN2C(=C(C3=CC(=CC=C23)OCC=C)SC(C)(C)C)CC(C(=O)OCC)(C)C)C=C1 (ethyl 3-(1-(4-chlorobenzyl)-3-(1,1-dimethylethylthio)-5-allyloxyindol-2-yl)-2,2dimethylpropionate). Isolated yield 86.2%. RXN SMILES: [CH2:1](Br)[CH:2]=[CH2:3].[Cl:5][C:6]1[CH:36]=[CH:35][C:9]([CH2:10][N:11]2[C:19]3[C:14](=[CH:15][C:16]([OH:20])=[CH:17][CH:18]=3)[C:13]([S:21][C:22]([CH3:25])([CH3:24])[CH3:23])=[C:12]2[CH2:26][C:27]([CH3:34])([CH3:33])[C:28]([O:30][CH2:31][CH3:32])=[O:29])=[CH:8][CH:7]=1>CN(C=O)C.[Cl-].[Na+].O>[Cl:5][C:6]1[CH:7]=[CH:8][C:9]([CH2:10][N:11]2[C:19]3[C:14](=[CH:15][C:16]([O:20][CH2:3][CH:2]=[CH2:1])=[CH:17][CH:18]=3)[C:13]([S:21][C:22]([CH3:23])([CH3:24])[CH3:25])=[C:12]2[CH2:26][C:27]([CH3:34])([CH3:33])[C:28]([O:30][CH2:31][CH3:32])=[O:29])=[CH:35][CH:36]=1 |f:3.4.5|. Procedure: A mixture of allyl bromide (1.81 g, 15 mmol) potassium carbonate (4.14 g, 30 mmol) and ethyl 3-(1-(4-chlorobenzyl)-3-(t-butylthio)-5-hydroxyindol-2-yl)-2,2dimethylpropionate (7.15 g, 15 mmol), prepared as in step 3, in anhydrous DMF (40 ml) was heated at 60° C for 3 hours, and stirred at ambient temperature for 17 hours. The reaction mixture was diluted with brine and extracted with ethyl acetate. The combined organics were washed with brine, dried over MgSO4, filtered, and concentrated in vacuo... Reactants: FC1=C(C=O)C=CC=C1C(F)(F)F (2-fluoro-3-trifluoromethylbenzaldehyde), [H-].[Na+] (sodium hydride), SCC(=O)OC (methyl mercaptoacetate). RXN SMILES: F[C:2]1[C:9]([C:10]([F:13])([F:12])[F:11])=[CH:8][CH:7]=[CH:6][C:3]=1[CH:4]=O.[H-].[Na+].[SH:16][CH2:17][C:18]([O:20][CH3:21])=[O:19]>>[CH3:21][O:20][C:18]([C:17]1[S:16][C:2]2[C:9]([C:10]([F:13])([F:12])[F:11])=[CH:8][CH:7]=[CH:6][C:3]=2[CH:4]=1)=[O:19] |f:1.2|. Reported procedure: Using 5.0 g (26.0 mmol) of 2-fluoro-3-trifluoromethylbenzaldehyde, 1.56 g (39.0 mmol) of sodium hydride (60% pure) and 3.0 g (28.6 mmol) of methyl mercaptoacetate, 5.4 g (79.7% of theory) of the title compound are obtained. Yields the product COC(=O)C=1SC2=C(C1)C=CC=C2C(F)(F)F (Methyl7-trifluoromethyl-1-benzothiophene-2-carboxylate). The reactants are N(CCC(=O)O)C(=O)OC(C)(C)C (Boc-βAla-OH), CCN=C=NCCCN(C)C (WSC), Cl (HCl), N[C@@H]([C@H](O)C)C(=O)N[C@H](CC1=CN(C2=CC=CC=C12)C=O)C(=O)N[C@@H](CC1=CC=CC=C1)C(=O)N(C)CC1=CC=CC=C1 (H-Thr-D-Trp(CHO)-Phe-NMeBzl), C=1C=CC2=C(C1)N=NN2O (HOBT). Solvent: CN(C)C=O (DMF). Run at time 4 hour. The product is N(CCC(=O)N[C@@H]([C@H](O)C)C(=O)N[C@H](CC1=CN(C2=CC=CC=C12)C=O)C(=O)N[C@@H](CC1=CC=CC=C1)C(=O)N(C)CC1=CC=CC=C1)C(=O)OC(C)(C)C (Boc-βAla-Thr-D-Trp(CHO)-Phe-NMeBzl). The yield is 87.1%. As a reaction SMILES: [NH:1]([C:7]([O:9][C:10]([CH3:13])([CH3:12])[CH3:11])=[O:8])[CH2:2][CH2:3][C:4]([OH:6])=O.Cl.[NH2:15][C@H:16]([C:20]([NH:22][C@@H:23]([C:36]([NH:38][C@H:39]([C:47]([N:49]([CH2:51][C:52]1[CH:57]=[CH:56][CH:55]=[CH:54][CH:53]=1)[CH3:50])=[O:48])[CH2:40][C:41]1[CH:46]=[CH:45][CH:44]=[CH:43][CH:42]=1)=[O:37])[CH2:24][C:25]1[C:33]2[C:28](=[CH:29][CH:30]=[CH:31][CH:32]=2)[N:27]([CH:34]=[O:35])[CH:26]=1)=[O:21])[C@@H:17]([CH3:19])[OH:18].C1C=CC2N(O)N=NC=2C=1.CCN=C=NCCCN(C)C>CN(C=O)C>[NH:1]([C:7]([O:9][C:10]([CH3:13])([CH3:12])[CH3:11])=[O:8])[CH2:2][CH2:3][C:4]([NH:15][C@H:16]([C:20]([NH:22][C@@H:23]([C:36]([NH:38][C@H:39]([C:47]([N:49]([CH2:51][C:52]1[CH:53]=[CH:54][CH:55]=[CH:56][CH:57]=1)[CH3:50])=[O:48])[CH2:40][C:41]1[CH:42]=[CH:43][CH:44]=[CH:45][CH:46]=1)=[O:37])[CH2:24][C:25]1[C:33]2[C:28](=[CH:29][CH:30]=[CH:31][CH:32]=2)[N:27]([CH:34]=[O:35])[CH:26]=1)=[O:21])[C@@H:17]([CH3:19])[OH:18])=[O:6]. Procedure: Boc-βAla-OH (0.19 g), HCl.H-Thr-D-Trp(CHO)-Phe-NMeBzl (0.62 g) and HOBT (0.14 g) were dissolved in DMF (10 ml). To this solution was added WSC (0.18 ml) under ice cooling and the mixture was stirred for four hours at room temperature. After evaporation and extraction with ethyl acetate, the organic layer was washed successively with water, 2% sodium hydrogencarbonate solution, water, 2% hydrochloric acid, water and saturated sodium chloride solution, and dried over magnesium sulfate. The evapora... Reactants: NC=1C(=C(C=CC1)N(CC1=CC=CC=C1)CC1=CC=C(OC=2C=C(OC[C@@H]3CCC(N3)=O)C=CC2)C=C1)C ((5S)-5-((3-(4-(((3-amino-2-methylphenyl)(benzyl)amino)methyl)phenoxy)phenoxy)methyl)pyrrolidin-2-one), CS(=O)(=O)Cl (methanesulfonyl chloride). Run in N1=CC=CC=C1 (pyridine). Run at time 3 hour. The product is C(C1=CC=CC=C1)N(C=1C(=C(C=CC1)NS(=O)(=O)C)C)CC1=CC=C(C=C1)OC1=CC(=CC=C1)OC[C@H]1NC(CC1)=O (N-(3-{benzyl[4-(3-{[(2S)-5-oxopyrrolidin-2-yl]methoxy}phenoxy)benzyl]amino}-2-methylphenyl)methanesulfonamide). RXN SMILES: [NH2:1][C:2]1[C:3]([CH3:38])=[C:4]([N:8]([CH2:16][C:17]2[CH:37]=[CH:36][C:20]([O:21][C:22]3[CH:23]=[C:24]([CH:33]=[CH:34][CH:35]=3)[O:25][CH2:26][C@H:27]3[NH:31][C:30](=[O:32])[CH2:29][CH2:28]3)=[CH:19][CH:18]=2)[CH2:9][C:10]2[CH:15]=[CH:14][CH:13]=[CH:12][CH:11]=2)[CH:5]=[CH:6][CH:7]=1.[CH3:39][S:40](Cl)(=[O:42])=[O:41]>N1C=CC=CC=1>[CH2:9]([N:8]([CH2:16][C:17]1[CH:37]=[CH:36][C:20]([O:21][C:22]2[CH:35]=[CH:34][CH:33]=[C:24]([O:25][CH2:26][C@@H:27]3[CH2:28][CH2:29][C:30](=[O:32])[NH:31]3)[CH:23]=2)=[CH:19][CH:18]=1)[C:4]1[C:3]([CH3:38])=[C:2]([NH:1][S:40]([CH3:39])(=[O:42])=[O:41])[CH:7]=[CH:6][CH:5]=1)[C:10]1[CH:11]=[CH:12][CH:13]=[CH:14][CH:15]=1. Procedure: The dried product from example 278B was dissolved in anhydrous pyridine (3 mL) at 0° C. for 30 minutes. Then methanesulfonyl chloride (50 μL, 6 mmoles) was injected. The reaction mixture was let to stand at room temperature for 3 hours. Then the reaction mixture was dried in vaccuo, dissolved in CH2Cl2 (4 mL), filtered and dried in vaccuo. The final residue was purified by HPLC to provide the titled compound. 1H NMR (500 MHz, DMSO-d6) δ8.95 (s, 1 H), 7.76 (s, 1 H), 7.27 (m, 7 H), 7.20 (m, 1 H), ...